Dataset: the Open Reaction Database (ORD), a public repository of structured organic reaction records. Task: describe an organic reaction: reactants, conditions, products, and yield Reactants: O (Water), C[Li] (methyllithium), ClC=1C=C(C=CC1Cl)C1C(CN(CCO1)C(=O)OC(C)(C)C)=O (tert-butyl (7RS)-7-(3,4-dichlorophenyl)-6-oxo-1,4-oxazepane-4-carboxylate), ICI (diiodomethane). Run in C(C)OCC (diethyl ether), C1CCOC1 (THF). Reaction conditions: temperature 0 celsius, time 30 minute. The product is ClC=1C=C(C=CC1Cl)C1C2(CO2)CN(CCO1)C(=O)OC(C)(C)C (tert-butyl (3RS,4SR)-4-(3,4-dichlorophenyl)-1,5-dioxa-8-azaspiro[2.6]nonane-8-carboxylate). The yield is 18.9%. As a reaction SMILES: C[Li].[Cl:3][C:4]1[CH:5]=[C:6]([CH:11]2[O:17][CH2:16][CH2:15][N:14]([C:18]([O:20][C:21]([CH3:24])([CH3:23])[CH3:22])=[O:19])[CH2:13][C:12]2=[O:25])[CH:7]=[CH:8][C:9]=1[Cl:10].I[CH2:27]I.O>C(OCC)C.C1COCC1>[Cl:3][C:4]1[CH:5]=[C:6]([CH:11]2[O:17][CH2:16][CH2:15][N:14]([C:18]([O:20][C:21]([CH3:22])([CH3:24])[CH3:23])=[O:19])[CH2:13][C:12]32[O:25][CH2:27]3)[CH:7]=[CH:8][C:9]=1[Cl:10]. Reported procedure: A solution (3 M, 0.56 mL) of methyllithium in diethyl ether was added to a solution of tert-butyl (7RS)-7-(3,4-dichlorophenyl)-6-oxo-1,4-oxazepane-4-carboxylate (300 mg) and diiodomethane (335 mg) in THF (3 mL), and the mixture was stirred at 0° C. for 30 min, and at room temperature for 1 hr. Water was added to the reaction mixture, and the mixture was extracted with ethyl acetate. The extract was washed with brine, and dried over anhydrous sodium sulfate. The solvent was evaporated under reduc... The reactants are COc1ccc(CO)cc1C#N, ClCCl, BrP(Br)Br. Product: COc1ccc(CBr)cc1C#N. As a reaction SMILES: [C:1](#[N:2])[c:3]1[cH:4][c:5]([CH2:6][OH:7])[cH:8][cH:9][c:10]1[O:11][CH3:12].[Cl:17][CH2:18][Cl:19].[P:13]([Br:14])([Br:15])[Br:16]>>[C:1](#[N:2])[c:3]1[cH:4][c:5]([CH2:6][Br:14])[cH:8][cH:9][c:10]1[O:11][CH3:12]. Yields the product FC=1C=C(C=CC1C=1SCC(NN1)=O)N1C(O[C@H](C1)CNC(=O)C1CC1)=O (Cyclopropanecarboxylic acid {3-[3-fluoro-4-(5-oxo-5,6-dihydro-4H-[1,3,4]thiadiazin-2-yl)-phenyl]-2-oxo-oxazolidin-5(S)-ylmethyl}-amide). RXN SMILES: [NH2:1][CH2:2][C@@H:3]1[O:7][C:6](=[O:8])[N:5]([C:9]2[CH:14]=[CH:13][C:12]([C:15]3[S:16][CH2:17][C:18](=[O:21])[NH:19][N:20]=3)=[C:11]([F:22])[CH:10]=2)[CH2:4]1.[CH:23]1([C:26](O)=[O:27])[CH2:25][CH2:24]1>>[F:22][C:11]1[CH:10]=[C:9]([N:5]2[CH2:4][C@H:3]([CH2:2][NH:1][C:26]([CH:23]3[CH2:25][CH2:24]3)=[O:27])[O:7][C:6]2=[O:8])[CH:14]=[CH:13][C:12]=1[C:15]1[S:16][CH2:17][C:18](=[O:21])[NH:19][N:20]=1. Procedure details: Prepared from 2-[4-(5(S)-aminomethyl-2-oxo-oxazolidin-3-yl)-2-fluorophenyl]-4H-[1,3,4]thiadiazin-5-one (0.30 g, 0.925 mmol and cyclopropanecarboxylic acid (0.0812 ml, 1.02 mmol) according to the method of Example 15 (0.30 g, 84%); 1HNMR (300 MHz, DMSO-d6) δ 0.59-0.68 (m, 4H), 1.53-1.62 (m, 1H), 3.44 (t, J=5.2 Hz, 2H), 3.58 (s, 2H), 3.72 (dd, J=6.3, 9.1 Hz, 1H), 4.14 (t, J=9.1 Hz, 1H), 4.72-4.78 (m, 1H), 7.41 (dd, J=2.2, 8.5 Hz, 1H), 7.53 (dd, J=2.2, 14 Hz, 1H), 7.68 (t, J=8.8 Hz, 1H), 8.46 (t, J... Starting materials: NC[C@H]1CN(C(O1)=O)C1=CC(=C(C=C1)C=1SCC(NN1)=O)F (2-[4-(5(S)-aminomethyl-2-oxo-oxazolidin-3-yl)-2-fluorophenyl]-4H-[1,3,4]thiadiazin-5-one), C1(CC1)C(=O)O (cyclopropanecarboxylic acid). The reactants are BrC=1C(=C(C=C(C(=O)O)C1)OC)O (5-bromovanillic acid), C(C#C)Br (propargyl bromide). Product: C(C#C)OC(C1=CC(OC)=C(O)C(=C1)Br)=O (5-bromovanillic acid propargyl ester). As a reaction SMILES: [Br:1][C:2]1[C:3]([OH:13])=[C:4]([O:11][CH3:12])[CH:5]=[C:6]([CH:10]=1)[C:7]([OH:9])=[O:8].[CH2:14](Br)[C:15]#[CH:16]>>[CH2:16]([O:8][C:7](=[O:9])[C:6]1[CH:10]=[C:2]([Br:1])[C:3]([OH:13])=[C:4]([O:11][CH3:12])[CH:5]=1)[C:15]#[CH:14]. Reported procedure: By utilizing the procedure of Example 5, by reacting 5-bromovanillic acid with propargyl bromide, there is obtained 5-bromovanillic acid propargyl ester; M.P. 121-122°C. The reactants are [N+](=O)(O)[O-].NC(=N)N (guanidine nitrate), ClC1=CC(=C(N)C=C1)OC (4-chloro-2-methoxyaniline), C([O-])([O-])=O.[Na+].[Na+] (sodium carbonate). The solvent is S(O)(O)(=O)=O (sulfuric acid). Reaction conditions: time 15 minute. Yields the product ClC1=CC(=C(N)C=C1[N+](=O)[O-])OC (4-Chloro-2-methoxy-5-nitroaniline). The yield is 80.3%. Reaction SMILES: [Cl:1][C:2]1[CH:8]=[CH:7][C:5]([NH2:6])=[C:4]([O:9][CH3:10])[CH:3]=1.[N+:11]([O-])([OH:13])=[O:12].NC(N)=N.C(=O)([O-])[O-].[Na+].[Na+]>S(=O)(=O)(O)O>[Cl:1][C:2]1[C:8]([N+:11]([O-:13])=[O:12])=[CH:7][C:5]([NH2:6])=[C:4]([O:9][CH3:10])[CH:3]=1 |f:1.2,3.4.5|. Procedure details: To a suspension of 4-chloro-2-methoxyaniline (1.88 g) in concentrated sulfuric acid (18 mL) was added guanidine nitrate (1.46 g) under ice-cooling over 15 minutes, and the mixture was stirred at the same temperature for 15 minutes. The reaction mixture was poured into a saturated aqueous sodium carbonate solution cooled in ice, and the precipitated crystals were collected by filtration. The crystals were dissolved in ethyl acetate, and the solution was dried over anhydrous magnesium sulfate. The... The reactants are COCCCCCCOc1ccc(-c2cc(-c3ccc(C(=O)OC)cc3)no2)cc1, CCO, [Na+], C1CCOC1, [OH-]. Yields the product COCCCCCCOc1ccc(-c2cc(-c3ccc(C(=O)O)cc3)no2)cc1. As a reaction SMILES: [CH3:1][O:2][C:3]([c:4]1[cH:5][cH:6][c:7](-[c:10]2[n:11][o:12][c:13](-[c:15]3[cH:16][cH:17][c:18]([O:21][CH2:22][CH2:23][CH2:24][CH2:25][CH2:26][CH2:27][O:28][CH3:29])[cH:19][cH:20]3)[cH:14]2)[cH:8][cH:9]1)=[O:30].[CH3:33][CH2:34][OH:35].[Na+:32].[O:36]1[CH2:37][CH2:38][CH2:39][CH2:40]1.[OH-:31]>>[O:2]=[C:3]([c:4]1[cH:5][cH:6][c:7](-[c:10]2[n:11][o:12][c:13](-[c:15]3[cH:16][cH:17][c:18]([O:21][CH2:22][CH2:23][CH2:24][CH2:25][CH2:26][CH2:27][O:28][CH3:29])[cH:19][cH:20]3)[cH:14]2)[cH:8][cH:9]1)[OH:30]. As a reaction SMILES: [C:26]([OH:27])([CH3:28])([CH3:29])[CH3:30].[CH2:21]1[CH2:22][CH2:23][NH:24][CH2:25]1.[CH3:2][c:3]1[cH:4][cH:5][c:6]([CH:7]([c:8]2[cH:9][cH:10][cH:11][cH:12][cH:13]2)[NH:14][C:15](=[NH:16])[S:17][CH3:18])[cH:19][cH:20]1.[IH:1]>>[CH3:2][c:3]1[cH:4][cH:5][c:6]([CH:7]([c:8]2[cH:9][cH:10][cH:11][cH:12][cH:13]2)[NH:14][C:15](=[NH:16])[N:24]2[CH2:23][CH2:22][CH2:21][CH2:25]2)[cH:19][cH:20]1.[IH:1]. Starting materials: CC(C)(C)O, C1CCNC1, CSC(=N)NC(c1ccccc1)c1ccc(C)cc1, I. The product is Cc1ccc(C(NC(=N)N2CCCC2)c2ccccc2)cc1, I. Yields the product C(C)(C)(C)OC(NC(C)(C)C1=CC(=CC=C1)OC1=C(C=CC(=C1)Cl)[N+](=O)[O-])=O (tert-butyl[1-[3-(5-chloro-2-nitrophenoxy)phenyl]-1-methylethyl]carbamate). Conditions: temperature 100 celsius, time 2 hour. Reported procedure: A mixture of 4-chloro-2-fluoronitrobenzene (2.57 g, 14.6 mmols), tert-butyl[1-(3-hydroxyphenyl)-1-methylethyl]carbamate (3.21 g, 12.8 mmols), potassium carbonate (2.02 g, 14.6 mmols) and N,N-dimethylformamide (20 ml) was stirred at 100° C. for 2 hours. The reaction mixture was cooled, then poured into water, and extracted with ethyl acetate. The extract was washed with water and brine, and then dried with anhydrous magnesium sulfate, and the solvent was evaporated away. The residue was purified ... The solvent is O (water). As a reaction SMILES: [Cl:1][C:2]1[CH:7]=[CH:6][C:5]([N+:8]([O-:10])=[O:9])=[C:4](F)[CH:3]=1.[C:12]([O:16][C:17](=[O:29])[NH:18][C:19]([C:22]1[CH:27]=[CH:26][CH:25]=[C:24]([OH:28])[CH:23]=1)([CH3:21])[CH3:20])([CH3:15])([CH3:14])[CH3:13].C(=O)([O-])[O-].[K+].[K+].CN(C)C=O>O>[C:12]([O:16][C:17](=[O:29])[NH:18][C:19]([C:22]1[CH:27]=[CH:26][CH:25]=[C:24]([O:28][C:4]2[CH:3]=[C:2]([Cl:1])[CH:7]=[CH:6][C:5]=2[N+:8]([O-:10])=[O:9])[CH:23]=1)([CH3:21])[CH3:20])([CH3:13])([CH3:14])[CH3:15] |f:2.3.4|. Starting materials: ClC1=CC(=C(C=C1)[N+](=O)[O-])F (4-chloro-2-fluoronitrobenzene), C(C)(C)(C)OC(NC(C)(C)C1=CC(=CC=C1)O)=O (tert-butyl[1-(3-hydroxyphenyl)-1-methylethyl]carbamate), C([O-])([O-])=O.[K+].[K+] (potassium carbonate), CN(C=O)C (N,N-dimethylformamide). Yield: 69.1%. The product is FC1=C(C=CC=C1F)[C@@H]1CC[C@H](C=2N(C1)C(=CN2)C(C(F)(F)F)O)NC(OC(C)(C)C)=O (tert-Butyl (6S,9R)-6-(2,3-difluorophenyl)-3-(2,2,2-trifluoro-1-hydroxyethyl)-6,7,8,9-tetrahydro-5H-imidazo[1,2-a]azepin-9-ylcarbamate). The reactants are FC(F)(F)[Si](C)(C)C ((Trifluoromethyl)trimethylsilane), [F-].C(CCC)[N+](CCCC)(CCCC)CCCC (tetrabutylammonium fluoride), FC1=C(C=CC=C1F)[C@@H]1CC[C@H](C=2N(C1)C(=CN2)C=O)NC(OC(C)(C)C)=O (tert-butyl (6S,9R)-6-(2,3-difluorophenyl)-3-formyl-6,7,8,9-tetrahydro-5H-imidazo[1,2-a]azepin-9-ylcarbamate). Yield: 66.2%. Procedure: (Trifluoromethyl)trimethylsilane (0.5 M in tetrahydrofuran; 2.15 mL, 1.07 mmol) and tetrabutylammonium fluoride (1.0 M in tetrahydrofuran; 0.107 mL, 0.107 mmol) were sequentially added to neat tert-butyl (6S,9R)-6-(2,3-difluorophenyl)-3-formyl-6,7,8,9-tetrahydro-5H-imidazo[1,2-a]azepin-9-ylcarbamate (0.14 g, 0.36 mmol). After 15 min, the reaction mixture was quenched with saturated sodium bicarbonate. The mixture was extracted with dichloromethane (3×), and the combined organic extracts were was... Conditions: time 15 minute. RXN SMILES: [F:1][C:2]([Si](C)(C)C)([F:4])[F:3].[F-].C([N+](CCCC)(CCCC)CCCC)CCC.[F:27][C:28]1[C:33]([F:34])=[CH:32][CH:31]=[CH:30][C:29]=1[C@H:35]1[CH2:41][N:40]2[C:42]([CH:45]=[O:46])=[CH:43][N:44]=[C:39]2[C@H:38]([NH:47][C:48](=[O:54])[O:49][C:50]([CH3:53])([CH3:52])[CH3:51])[CH2:37][CH2:36]1>>[F:27][C:28]1[C:33]([F:34])=[CH:32][CH:31]=[CH:30][C:29]=1[C@H:35]1[CH2:41][N:40]2[C:42]([CH:45]([OH:46])[C:2]([F:4])([F:3])[F:1])=[CH:43][N:44]=[C:39]2[C@H:38]([NH:47][C:48](=[O:54])[O:49][C:50]([CH3:52])([CH3:51])[CH3:53])[CH2:37][CH2:36]1 |f:1.2|. Starting materials: CC=1SC(=C(C1CO)C)OC (2,4-dimethyl-3-hydroxymethyl-5-methoxythiophene), [Br-].C1(=CC=CC=C1)[PH+](C1=CC=CC=C1)C1=CC=CC=C1 (triphenylphosphonium bromide). Solvent: C(C)#N (acetonitrile). Yields the product [Br-].CC1=C(C(=C(S1)OC)C)C[P+](C1=CC=CC=C1)(C1=CC=CC=C1)C1=CC=CC=C1 ((2,4-dimethyl-5-methoxy-3-thenyl)triphenylphosphonium bromide). Reaction SMILES: [CH3:1][C:2]1[S:3][C:4]([O:10][CH3:11])=[C:5]([CH3:9])[C:6]=1[CH2:7]O.[Br-:12].[C:13]1([PH+:19]([C:26]2[CH:31]=[CH:30][CH:29]=[CH:28][CH:27]=2)[C:20]2[CH:25]=[CH:24][CH:23]=[CH:22][CH:21]=2)[CH:18]=[CH:17][CH:16]=[CH:15][CH:14]=1>C(#N)C>[Br-:12].[CH3:1][C:2]1[S:3][C:4]([O:10][CH3:11])=[C:5]([CH3:9])[C:6]=1[CH2:7][P+:19]([C:20]1[CH:21]=[CH:22][CH:23]=[CH:24][CH:25]=1)([C:26]1[CH:31]=[CH:30][CH:29]=[CH:28][CH:27]=1)[C:13]1[CH:14]=[CH:15][CH:16]=[CH:17][CH:18]=1 |f:1.2,4.5|. Reported procedure: 6.1 G. (35.5 mmol) of 2,4-dimethyl-3-hydroxymethyl-5-methoxythiophene were added at 35° C. with vigorous stirring to a suspension of 13.4 g. (39.0 mmol) of triphenylphosphonium bromide in 250 ml. of acetonitrile. The deep purple color which was formed immediately, disappeared after some minutes. The reaction mixture was stirred for 3 hrs. The solvent was evaporated to a volume of about 25 ml. and an excess of cold ether was added. The solvent then was decanted from the resulting oily precipitate...